Dataset: the Open Reaction Database (ORD), a public repository of structured organic reaction records. Task: describe an organic reaction: reactants, conditions, products, and yield Starting materials: S1C=NC=C1 (thiazole), CC(C)(C)C1=NC(=NC(=C1O)C(C)(C)C)C(=O)N(C)OC (4,6-bis(1,1-dimethylethyl)-5-hydroxy-N-methoxy-N-methyl-2-pyrimidinecarboxamide), C(C)(C)NC(C)C (diisopropylamine), solution, C(CCC)[Li] (n-butyllithium). The solvent is O1CCCC1 (tetrahydrofuran), N,N,N'N'-tetramethylethylenediamine, O1CCCC1 (tetrahydrofuran), C1CCCCC1 (cyclohexane). Conditions: temperature -78 celsius, time 1 hour. The product is CC(C)(C)C1=NC(=NC(=C1O)C(C)(C)C)C(=O)C=1SC=CN1 ([4,6-Bis(1,1-dimethylethyl)-5-hydroxy-2-pyrimidinyl](2-thiazolyl)methanone). Yield: 55.2%. As a reaction SMILES: C(NC(C)C)(C)C.C([Li])CCC.[S:13]1[CH:17]=[CH:16][N:15]=[CH:14]1.[CH3:18][C:19]([C:22]1[C:27]([OH:28])=[C:26]([C:29]([CH3:32])([CH3:31])[CH3:30])[N:25]=[C:24]([C:33](N(OC)C)=[O:34])[N:23]=1)([CH3:21])[CH3:20]>O1CCCC1.C1CCCCC1>[CH3:21][C:19]([C:22]1[C:27]([OH:28])=[C:26]([C:29]([CH3:32])([CH3:31])[CH3:30])[N:25]=[C:24]([C:33]([C:14]2[S:13][CH:17]=[CH:16][N:15]=2)=[O:34])[N:23]=1)([CH3:18])[CH3:20]. Procedure details: To a solution of diisopropylamine (0.39 mL, 4.2 mmol) in tetrahydrofuran (8 mL) at -78° C. under nitrogen atmosphere is added a 2.1M solution of n-butyllithium (2.0 mL, 4.2 mmol) in cyclohexane. This mixture is stirred at -78° C. for 1 hour and thiazole (0.3 mL, 4.2 mmol) added. After stirring 1 hour at -78° C., the reaction mixture is warmed to ~0° C. and stirred 0.5 hours. The mixture is cooled to -78° and 4,6-bis(1,1-dimethylethyl)-5-hydroxy-N-methoxy-N-methyl-2-pyrimidinecarboxamide (0.50 g,... Reactants: COC=1C=C2C(=CN(C2=CC1)C)C=O (5-Methoxy-1-methyl-1H-indole-3-carbaldehyde), Cl.NO (hydroxylamine hydrochloride), O (water). The solvent is CN(C=O)C (dimethylformamide). Yields the product COC=1C=C2C(=CN(C2=CC1)C)C#N (5-Methoxy-1-methyl-1H-indole-3-carbonitrile). Yield: 70.9%. Reaction SMILES: [CH3:1][O:2][C:3]1[CH:4]=[C:5]2[C:9](=[CH:10][CH:11]=1)[N:8]([CH3:12])[CH:7]=[C:6]2[CH:13]=O.Cl.[NH2:16]O.O>CN(C)C=O>[CH3:1][O:2][C:3]1[CH:4]=[C:5]2[C:9](=[CH:10][CH:11]=1)[N:8]([CH3:12])[CH:7]=[C:6]2[C:13]#[N:16] |f:1.2|. Reported procedure: 5-Methoxy-1-methyl-1H-indole-3-carbaldehyde [76 g, Reference Example 2(a)] and hydroxylamine hydrochloride (55.9 g) were stirred together in dimethylformamide (900 mL) under reflux for 1 hour. The mixture was allowed to cool, then poured into water and then extracted with ethyl acetate. The combined extracts were washed with water then evaporated to give the title compound (53 g) as a pale brown solid, m.p. 100–104° C. 1H NMR [(CD3)2SO]: δ 8.17 (1H, s); 7.54 (1H, d, J=9.0 Hz); 7.09 (1H, d, J=2.4... The reactants are CC(C)C[Al]CC(C)C (Dibal-H), solution, C(C)(C)(C)[Si](OC1=CC2=C(C3=C(C4=CC=C(C=C4OC3=O)O[Si](C)(C)C(C)(C)C)CCO2)C=C1)(C)C (2,8-Bis-(tert-butyl-dimethyl-silyloxy)-11,12-dihydro-6,13-dioxa-benzo[3,4]cyclohepta[1,2-a]naphthalen-5-one), CO (methanol). Solvent: C1(=CC=CC=C1)C (toluene), C(Cl)Cl (CH2Cl2). Run at temperature -78 celsius, time 3 hour. Product: C(C)(C)(C)[Si](OC1=CC2=C(C3=C(C4=CC=C(C=C4OC3O)O[Si](C)(C)C(C)(C)C)CCO2)C=C1)(C)C (2,8-Bis-(tert-butyl-dimethyl-silyloxy)-11,12-dihydro-5H-6,13-dioxa-benzo[3,4]cyclohepta[1,2-a]naphthalen-5-ol). Reaction SMILES: [C:1]([Si:5]([CH3:36])([CH3:35])[O:6][C:7]1[CH:34]=[CH:33][C:10]2[C:11]3[C:20](=[O:21])[O:19][C:18]4[C:13](=[CH:14][CH:15]=[C:16]([O:22][Si:23]([C:26]([CH3:29])([CH3:28])[CH3:27])([CH3:25])[CH3:24])[CH:17]=4)[C:12]=3[CH2:30][CH2:31][O:32][C:9]=2[CH:8]=1)([CH3:4])([CH3:3])[CH3:2].CC(C[Al]CC(C)C)C.CO>C1(C)C=CC=CC=1.C(Cl)Cl>[C:1]([Si:5]([CH3:35])([CH3:36])[O:6][C:7]1[CH:34]=[CH:33][C:10]2[C:11]3[CH:20]([OH:21])[O:19][C:18]4[C:13](=[CH:14][CH:15]=[C:16]([O:22][Si:23]([C:26]([CH3:27])([CH3:28])[CH3:29])([CH3:24])[CH3:25])[CH:17]=4)[C:12]=3[CH2:30][CH2:31][O:32][C:9]=2[CH:8]=1)([CH3:2])([CH3:3])[CH3:4] |^1:39|. Reported procedure: 2,8-Bis-(tert-butyl-dimethyl-silyloxy)-11,12-dihydro-6,13-dioxa-benzo[3,4]cyclohepta[1,2-a]naphthalen-5-one (35 mg, 0.066 mmol) was dissolved in toluene (5 mL) and the resulting solution was cooled to −78° C. A solution of Dibal-H solution (70 μL, 1.5 M solution in toluene) was then added to above reaction mix at −78° C. The reaction mixture was stirred at −78° C. for 3 h. To the reaction mixture was then added methanol (0.5 mL), and then Rochelle solution (2 ml, 1M solution). The reaction mixtu... Starting materials: B, COC(=O)c1ccc(C(=O)O)cc1[N+](=O)[O-], CO, Cl, C1CCOC1, C1CCOC1. Yields the product COC(=O)c1ccc(CO)cc1[N+](=O)[O-]. RXN SMILES: [BH3:11].[CH3:12][O:13][C:14](=[O:15])[c:16]1[c:17]([N+:25](=[O:26])[O-:27])[cH:18][c:19]([C:20](=[O:21])[OH:22])[cH:23][cH:24]1.[CH3:29][OH:30].[ClH:28].[O:1]1[CH2:2][CH2:3][CH2:4][CH2:5]1.[O:6]1[CH2:7][CH2:8][CH2:9][CH2:10]1>>[CH3:12][O:13][C:14](=[O:15])[c:16]1[c:17]([N+:25](=[O:26])[O-:27])[cH:18][c:19]([CH2:20][OH:21])[cH:23][cH:24]1. The reactants are COc1ccccc1COCCCOc1ccc(C2CCN(C(=O)OC(C)(C)C)CC2OCC(=O)O)cc1, Nc1ccccc1. RXN SMILES: [C:1](=[O:2])([OH:3])[CH2:4][O:5][CH:6]1[CH2:7][N:8]([C:32](=[O:33])[O:34][C:35]([CH3:36])([CH3:37])[CH3:38])[CH2:9][CH2:10][CH:11]1[c:12]1[cH:13][cH:14][c:15]([O:18][CH2:19][CH2:20][CH2:21][O:22][CH2:23][c:24]2[c:25]([O:30][CH3:31])[cH:26][cH:27][cH:28][cH:29]2)[cH:16][cH:17]1.[NH2:39][c:40]1[cH:41][cH:42][cH:43][cH:44][cH:45]1>>[C:1](=[O:2])([CH2:4][O:5][CH:6]1[CH2:7][N:8]([C:32](=[O:33])[O:34][C:35]([CH3:36])([CH3:37])[CH3:38])[CH2:9][CH2:10][CH:11]1[c:12]1[cH:13][cH:14][c:15]([O:18][CH2:19][CH2:20][CH2:21][O:22][CH2:23][c:24]2[c:25]([O:30][CH3:31])[cH:26][cH:27][cH:28][cH:29]2)[cH:16][cH:17]1)[NH:39][c:40]1[cH:41][cH:42][cH:43][cH:44][cH:45]1. The product is COc1ccccc1COCCCOc1ccc(C2CCN(C(=O)OC(C)(C)C)CC2OCC(=O)Nc2ccccc2)cc1. Reactants: [H-].[Na+] (sodium hydride), CI (methyl iodide), [H-].[Na+] (Sodium hydride), ClC1=CC=C(C=C1)C1=CC=C(S1)CC(=O)OC (Methyl 5-p-chlorophenylthien-2-ylacetate), CI (methyl iodide), CC(C(=O)OC)(C=1SC(=CC1)C1=CC=C(C=C1)Cl)C (methyl α,α-dimethyl-α-(5-p-chlorophenylthien-2-yl)acetate). Solvent: O1CCOCC1 (dioxan). Reaction conditions: time 30 minute. Yields the product CC(C(=O)O)(C=1SC(=CC1)C1=CC=C(C=C1)Cl)C (α,α -dimethyl-α-(5-p-chlorophenylthien-2yl)-acetic acid). RXN SMILES: ClC1C=CC(C2SC(CC(OC)=O)=CC=2)=CC=1.[H-].[Na+].CI.[CH3:22][C:23]([CH3:40])([C:28]1[S:29][C:30]([C:33]2[CH:38]=[CH:37][C:36]([Cl:39])=[CH:35][CH:34]=2)=[CH:31][CH:32]=1)[C:24]([O:26]C)=[O:25]>O1CCOCC1>[CH3:22][C:23]([CH3:40])([C:28]1[S:29][C:30]([C:33]2[CH:38]=[CH:37][C:36]([Cl:39])=[CH:35][CH:34]=2)=[CH:31][CH:32]=1)[C:24]([OH:26])=[O:25] |f:1.2|. Reported procedure: Methyl 5-p-chlorophenylthien-2-ylacetate (1 g.) was dissolved in dry dioxan (10 ml.). Sodium hydride (0.1 g.) was added, the mixture was stirred for 30 minutes, and methyl iodide (0.6 g.) was then added. The mixture was refluxed for 30 minutes, cooled, and further sodium hydride (0.1 g.) and methyl iodide (1.1 ml.) were added. The mixture was refluxed for 2 hours, cooled and evaporated in vacuo to give an oil which was chromatographed on a column of Florisil (column: 9 inches long × 1 inch diame...